Dataset: the Open Reaction Database (ORD), a public repository of structured organic reaction records. Task: describe an organic reaction: reactants, conditions, products, and yield Reported procedure: A 15 mL round bottom flask was charged with (+)-(4aR)-(10bR)-4-methyl-8-bromo-10b-methyl-1,2,3,4,4a,5,6,10b-octahydrobenzo[f]quinolin-3-one (200 mg, 0.65 mmol), tetrakis (triphenylphosphine) palladium (0) (23 mg, 0.02 mmol), 3,5-dichlorophenylboronic acid (149 mg, 0.78 mmol), 0.65 mL of 2M sodium carbonate solution and 1.5 mL of toluene, fitted with a reflux condenser, and the stirred mixture was heated at 80°, under nitrogen, for 24 h. The mixture was cooled, diluted with dichloromethane (75 mL... The reagents and catalysts are [Pd].C1(=CC=CC=C1)P(C1=CC=CC=C1)C1=CC=CC=C1.C1(=CC=CC=C1)P(C1=CC=CC=C1)C1=CC=CC=C1.C1(=CC=CC=C1)P(C1=CC=CC=C1)C1=CC=CC=C1.C1(=CC=CC=C1)P(C1=CC=CC=C1)C1=CC=CC=C1 (tetrakis (triphenylphosphine) palladium (0)). Run in ClCCl (dichloromethane). Isolated yield 59.6%. As a reaction SMILES: [CH3:1][N:2]1[C@H:11]2[C@@:6]([CH3:17])([C:7]3[CH:15]=[CH:14][C:13](Br)=[CH:12][C:8]=3[CH2:9][CH2:10]2)[CH2:5][CH2:4][C:3]1=[O:18].[Cl:19][C:20]1[CH:21]=[C:22](B(O)O)[CH:23]=[C:24]([Cl:26])[CH:25]=1.C(=O)([O-])[O-].[Na+].[Na+].C1(C)C=CC=CC=1>ClCCl.[Pd].C1(P(C2C=CC=CC=2)C2C=CC=CC=2)C=CC=CC=1.C1(P(C2C=CC=CC=2)C2C=CC=CC=2)C=CC=CC=1.C1(P(C2C=CC=CC=2)C2C=CC=CC=2)C=CC=CC=1.C1(P(C2C=CC=CC=2)C2C=CC=CC=2)C=CC=CC=1>[CH3:1][N:2]1[C@H:11]2[C@@:6]([CH3:17])([C:7]3[CH:15]=[CH:14][C:13]([C:22]4[CH:21]=[C:20]([Cl:19])[CH:25]=[C:24]([Cl:26])[CH:23]=4)=[CH:12][C:8]=3[CH2:9][CH2:10]2)[CH2:5][CH2:4][C:3]1=[O:18] |f:2.3.4,7.8.9.10.11|. Reactants: CN1C(CC[C@@]2(C3=C(CC[C@@H]12)C=C(C=C3)Br)C)=O ((+)-(4aR)-(10bR)-4-methyl-8-bromo-10b-methyl-1,2,3,4,4a,5,6,10b-octahydrobenzo[f]quinolin-3-one), ClC=1C=C(C=C(C1)Cl)B(O)O (3,5-dichlorophenylboronic acid), C([O-])([O-])=O.[Na+].[Na+] (sodium carbonate), C1(=CC=CC=C1)C (toluene). Yields the product CN1C(CC[C@@]2(C3=C(CC[C@@H]12)C=C(C=C3)C3=CC(=CC(=C3)Cl)Cl)C)=O ((+)-(4aR)-(10bR)-4-methyl-8-(3,5-dichlorophenyl)-10b-methyl-1,2,3,4,4a,5,6,10b-octahydrobenzo[f]quinolin-3-one). RXN SMILES: [NH:1]1[C:5]2=[N:6][C:7]([C:10]([O:12][CH2:13][CH3:14])=[O:11])=[CH:8][CH:9]=[C:4]2[CH:3]=[C:2]1[C:15]([O:17][CH2:18][CH3:19])=[O:16].[H-].[Na+].[CH3:22][CH:23]1OS(=O)(=O)[N:26]([C:31]([O:33][C:34]([CH3:37])([CH3:36])[CH3:35])=[O:32])[CH2:25][CH2:24]1>CN(C=O)C>[C:34]([O:33][C:31]([NH:26][CH2:25][CH2:24][CH:23]([N:1]1[C:5]2=[N:6][C:7]([C:10]([O:12][CH2:13][CH3:14])=[O:11])=[CH:8][CH:9]=[C:4]2[CH:3]=[C:2]1[C:15]([O:17][CH2:18][CH3:19])=[O:16])[CH3:22])=[O:32])([CH3:37])([CH3:36])[CH3:35] |f:1.2|. Reaction conditions: time 8 hour. The product is C(C)(C)(C)OC(=O)NCCC(C)N1C(=CC=2C1=NC(=CC2)C(=O)OCC)C(=O)OCC (Diethyl 1-{4-[(tert-butoxycarbonyl)amino]butan-2-yl}-1H-pyrrolo[2,3-b]pyridine-2,6-dicarboxylate). The reactants are CC1CCN(S(O1)(=O)=O)C(=O)OC(C)(C)C (tert-butyl 6-methyl-1,2,3-oxathiazinane-3-carboxylate 2,2-dioxide), N1C(=CC=2C1=NC(=CC2)C(=O)OCC)C(=O)OCC (diethyl 1H-pyrrolo[2,3-b]pyridine-2,6-dicarboxylate), N1C(=CC=2C1=NC(=CC2)C(=O)OCC)C(=O)OCC (diethyl 1H-pyrrolo[2,3-b]pyridine-2,6-dicarboxylate), [H-].[Na+] (sodium hydride), oil. Solvent: CN(C)C=O (DMF), CN(C)C=O (DMF). Isolated yield 72.7%. Reported procedure: To a solution of diethyl 1H-pyrrolo[2,3-b]pyridine-2,6-dicarboxylate (Intermediate D, 1.00 g, 3.81 mmol) in DMF (15 mL) cooled to 0° C. is added 60% sodium hydride in mineral oil (168 mg, 4.19 mmol). The mixture is stirred at 0° C. for 20 min after which a solution of tert-butyl 6-methyl-1,2,3-oxathiazinane-3-carboxylate 2,2-dioxide (1.05 g, 4.19 mmol) in DMF (2 mL) is added. After being stirred overnight, the mixture is concentrated under reduced pressure and the residue is partitioned between ...